This data is from the Open Reaction Database (ORD), a public repository of structured organic reaction records. The task is: describe an organic reaction: reactants, conditions, products, and yield The reactants are CC1(C(CC(CC1)=O)=O)C (4,4-Dimethyl-1,3-cyclohexanedione), FC=1C=C(C=O)C=C(C1F)F (3,4,5-trifluorobenzaldehyde), NC1=NNC=C1 (3-aminopyrazole). Product: CC1(C(C=2C(N3C(NC2CC1)=CC=N3)C3=CC(=C(C(=C3)F)F)F)=O)C (7,7-Dimethyl-9-(3,4,5-trifluorophenyl)-5,6,7,9-tetrahydropyrazolo[5,1-b]quinazolin-8(4H)-one). As a reaction SMILES: [CH3:1][C:2]1([CH3:10])[CH2:7][CH2:6][C:5](=O)[CH2:4][C:3]1=[O:9].[F:11][C:12]1[CH:13]=[C:14]([CH:17]=[C:18]([F:21])[C:19]=1[F:20])[CH:15]=O.[NH2:22][C:23]1[CH:27]=[CH:26][NH:25][N:24]=1>>[CH3:1][C:2]1([CH3:10])[CH2:7][CH2:6][C:5]2[NH:22][C:23]3=[CH:27][CH:26]=[N:25][N:24]3[CH:15]([C:14]3[CH:13]=[C:12]([F:11])[C:19]([F:20])=[C:18]([F:21])[CH:17]=3)[C:4]=2[C:3]1=[O:9]. Procedure details: 4,4-Dimethyl-1,3-cyclohexanedione, 3,4,5-trifluorobenzaldehyde and 3-aminopyrazole were processed as described in General Procedure A to provide the title compound.